From a dataset of the Open Reaction Database (ORD), a public repository of structured organic reaction records. describe an organic reaction: reactants, conditions, products, and yield Reactants: [OH-].[K+] (potassium hydroxide), COC1=CC=C2[C@H]([C@@](CSC2=C1)(C)C1=CC=C(C=C1)OC)CCCCCCCCC(C(=O)OC)(C(=O)OC)CCCC(C(F)(F)F)(F)F (dimethyl 2-{8-[(3S,4S)-7-methoxy-3-(4-methoxyphenyl)-3-methylthiochroman-4-yl]octyl}-2-(4,4,5,5,5-pentafluoropentyl)malonate), B(Br)(Br)Br (boron tribromide), Cl (hydrochloric acid). Run in O (Water), O (water), C(C)O (ethanol), ClCCl (dichloromethane), ClCCl (dichloromethane). Run at temperature 0 celsius. Product: OC1=CC=C2[C@H]([C@@](CSC2=C1)(C)C1=CC=C(C=C1)O)CCCCCCCCC(C(=O)O)CCCC(C(F)(F)F)(F)F (10-[(3S,4S)-7-hydroxy-3-(4-hydroxyphenyl)-3-methylthiochroman-4-yl]-2-(4,4,5,5,5-pentafluoropentyl)decanoic acid). Yield: 56.6%. As a reaction SMILES: [OH-].[K+].C[O:4][C:5]1[CH:14]=[C:13]2[C:8]([C@@H:9]([CH2:24][CH2:25][CH2:26][CH2:27][CH2:28][CH2:29][CH2:30][CH2:31][C:32]([CH2:41][CH2:42][CH2:43][C:44]([F:50])([F:49])[C:45]([F:48])([F:47])[F:46])(C(OC)=O)[C:33]([O:35]C)=[O:34])[C@:10]([C:16]3[CH:21]=[CH:20][C:19]([O:22]C)=[CH:18][CH:17]=3)([CH3:15])[CH2:11][S:12]2)=[CH:7][CH:6]=1.Cl.B(Br)(Br)Br>O.C(O)C.ClCCl>[OH:4][C:5]1[CH:14]=[C:13]2[C:8]([C@@H:9]([CH2:24][CH2:25][CH2:26][CH2:27][CH2:28][CH2:29][CH2:30][CH2:31][CH:32]([CH2:41][CH2:42][CH2:43][C:44]([F:50])([F:49])[C:45]([F:46])([F:47])[F:48])[C:33]([OH:35])=[O:34])[C@:10]([C:16]3[CH:17]=[CH:18][C:19]([OH:22])=[CH:20][CH:21]=3)([CH3:15])[CH2:11][S:12]2)=[CH:7][CH:6]=1 |f:0.1|. Procedure: A solution of potassium hydroxide (22.35 g, 398.4 mmol) in water (70 ml) was added to a solution of dimethyl 2-{8-[(3S,4S)-7-methoxy-3-(4-methoxyphenyl)-3-methylthiochroman-4-yl]octyl}-2-(4,4,5,5,5-pentafluoropentyl)malonate (7.0 g, 9.96 mmol) in ethanol (140 ml), followed by heating under reflux for 15 hours. The reaction mixture was adjusted to pH 4 by addition of hydrochloric acid at 0° C. and then concentrated under reduced pressure. Water was added to the residue, which was then extracted w... Starting materials: CO, ClC(Cl)Cl, O=C1c2c(Cl)ncnc2OCCN1c1ccc(I)cc1, N, C1COCCO1. Product: Nc1ncnc2c1C(=O)N(c1ccc(I)cc1)CCO2. Reaction SMILES: [CH3:21][OH:22].[CH:23]([Cl:24])([Cl:25])[Cl:26].[Cl:1][c:2]1[n:3][cH:4][n:5][c:6]2[c:7]1[C:8](=[O:20])[N:9]([c:13]1[cH:14][cH:15][c:16]([I:19])[cH:17][cH:18]1)[CH2:10][CH2:11][O:12]2.[NH3:27].[O:28]1[CH2:29][CH2:30][O:31][CH2:32][CH2:33]1>>[c:2]1([NH2:27])[n:3][cH:4][n:5][c:6]2[c:7]1[C:8](=[O:20])[N:9]([c:13]1[cH:14][cH:15][c:16]([I:19])[cH:17][cH:18]1)[CH2:10][CH2:11][O:12]2. Reactants: ONC(=N)C1=CC=C(CN(C(C2=CC=C(C=C2)[N+](=O)[O-])=O)CC(=O)OC(C)(C)C)C=C1 (tert-butyl 2-(N-(4-(N-hydroxycarbamimidoyl)benzyl)-4-nitrobenzamido)acetate), CCN(C(C)C)C(C)C (DIEA), CC1=CC=C(C=C1)C1=CC=C(C=C1)C(=O)Cl (4′-methyl-[1,1′-biphenyl]-4-carbonyl chloride). The solvent is CC(OCC)=O (EA), dioxanes. Conditions: time 30 minute. Product: CC1=CC=C(C=C1)C1=CC=C(C=C1)C1=NC(=NO1)C1=CC=C(CN(C(C2=CC=C(C=C2)[N+](=O)[O-])=O)CC(=O)OC(C)(C)C)C=C1 (tert-butyl 2-(N-(4-(5-(4′-methyl-[1,1′-biphenyl]-4-yl)-1,2,4-oxadiazol-3-yl)benzyl)-4-nitrobenzamido)acetate). The yield is 73.2%. As a reaction SMILES: [OH:1][NH:2][C:3]([C:5]1[CH:31]=[CH:30][C:8]([CH2:9][N:10]([CH2:22][C:23]([O:25][C:26]([CH3:29])([CH3:28])[CH3:27])=[O:24])[C:11](=[O:21])[C:12]2[CH:17]=[CH:16][C:15]([N+:18]([O-:20])=[O:19])=[CH:14][CH:13]=2)=[CH:7][CH:6]=1)=[NH:4].CCN(C(C)C)C(C)C.[CH3:41][C:42]1[CH:47]=[CH:46][C:45]([C:48]2[CH:53]=[CH:52][C:51]([C:54](Cl)=O)=[CH:50][CH:49]=2)=[CH:44][CH:43]=1>CC(=O)OCC>[CH3:41][C:42]1[CH:47]=[CH:46][C:45]([C:48]2[CH:53]=[CH:52][C:51]([C:54]3[O:1][N:2]=[C:3]([C:5]4[CH:6]=[CH:7][C:8]([CH2:9][N:10]([CH2:22][C:23]([O:25][C:26]([CH3:27])([CH3:28])[CH3:29])=[O:24])[C:11](=[O:21])[C:12]5[CH:13]=[CH:14][C:15]([N+:18]([O-:20])=[O:19])=[CH:16][CH:17]=5)=[CH:30][CH:31]=4)[N:4]=3)=[CH:50][CH:49]=2)=[CH:44][CH:43]=1. Reported procedure: Prepared using General Procedure 20. To a stirred solution of tert-butyl 2-(N-(4-(N-hydroxycarbamimidoyl)benzyl)-4-nitrobenzamido)acetate (7.25 g, 16.6 mmol) INT-57 in dioxanes (25 mL) was added DIEA (3.19 mL, 18.24 mmol) then 4′-methyl-[1,1′-biphenyl]-4-carbonyl chloride (3.83 g, 16.6 mmol). The reaction mixture was stirred at room temperature for 30 mins then at 120° C. for 3 h. The reaction mixture was allowed to cool to room temperature, diluted with EA (400 mL) and washed with brine (500 mL... Reactants: CN1C(=S)N(C(=O)C(C1=O)C(=O)OCC)C (1,3-dimethyl-5-ethoxycarbonyl-2-thiobarbituric acid), CC=1C(=NC=CN1)OC1=CC=C(N)C=C1 (4-(3-methylpyrazin-2-yloxy)aniline). Solvent: C(C)O (ethanol). Run at time 20 hour. Product: CN1C(=S)N(C(=O)C(C1=O)C(NC1=CC=C(C=C1)OC1=NC=CN=C1C)=O)C (1,3-Dimethyl-5-[4-(3-methylpyrazin-2-yloxy)phenylcarbamoyl]-2-thiobarbituric acid). As a reaction SMILES: [CH3:1][N:2]1[C:9](=[O:10])[CH:8]([C:11]([O:13]CC)=O)[C:6](=[O:7])[N:5]([CH3:16])[C:3]1=[S:4].[CH3:17][C:18]1[C:19]([O:24][C:25]2[CH:31]=[CH:30][C:28]([NH2:29])=[CH:27][CH:26]=2)=[N:20][CH:21]=[CH:22][N:23]=1>C(O)C>[CH3:16][N:5]1[C:6](=[O:7])[CH:8]([C:11](=[O:13])[NH:29][C:28]2[CH:27]=[CH:26][C:25]([O:24][C:19]3[C:18]([CH3:17])=[N:23][CH:22]=[CH:21][N:20]=3)=[CH:31][CH:30]=2)[C:9](=[O:10])[N:2]([CH3:1])[C:3]1=[S:4]. Reported procedure: 2.5 g (10 mmol) of 1,3-dimethyl-5-ethoxycarbonyl-2-thiobarbituric acid, 2.0 g (10 mmol) of 4-(3-methylpyrazin-2-yloxy)aniline and 30 ml of ethanol are mixed and, with stirring, are kept at 60° C. for 20 hours. The mixture is then allowed to cool and the crystalline precipitate formed is isolated by filtration, washed with ethanol and dried in vacuo at 80° C. The reactants are NC1=C(C=CC(=C1)S(=O)(=O)C(C)C)NCC1(CCCC1)O (1-({[2-Amino-4-(isopropylsulfonyl)phenyl]amino}methyl)cyclopentanol), C(C(C)(C)C)(=O)Cl (pivaloyl chloride). Product: C(C)(C)(C)C1=NC2=C(N1CC1(CCCC1)O)C=CC(=C2)S(=O)(=O)C(C)C (1-{[2-tert-Butyl-5-(isopropylsulfonyl)-1H-benzimidazol-1-yl]methyl}cyclopentanol). RXN SMILES: [NH2:1][C:2]1[CH:7]=[C:6]([S:8]([CH:11]([CH3:13])[CH3:12])(=[O:10])=[O:9])[CH:5]=[CH:4][C:3]=1[NH:14][CH2:15][C:16]1([OH:21])[CH2:20][CH2:19][CH2:18][CH2:17]1.[C:22](Cl)(=O)[C:23]([CH3:26])([CH3:25])[CH3:24]>>[C:23]([C:26]1[N:14]([CH2:15][C:16]2([OH:21])[CH2:20][CH2:19][CH2:18][CH2:17]2)[C:3]2[CH:4]=[CH:5][C:6]([S:8]([CH:11]([CH3:12])[CH3:13])(=[O:9])=[O:10])=[CH:7][C:2]=2[N:1]=1)([CH3:25])([CH3:24])[CH3:22]. Reported procedure: The title compound was prepared according to the procedure described in Step C of Example 17 from 1-({[2-amino-4-(isopropylsulfonyl)phenyl]amino}methyl)cyclopentanol (Step B) and pivaloyl chloride. Reactants: ClC(Cl)(Cl)Cl, ClC(Cl)Cl, Cl, COc1ccc(C=O)cc1O. Yields the product COc1ccc(C=O)c(Cl)c1O. Reaction SMILES: [C:17]([Cl:18])([Cl:19])([Cl:20])[Cl:21].[CH:12]([Cl:13])([Cl:14])[Cl:15].[Cl:16].[O:1]=[CH:2][c:3]1[cH:4][c:5]([OH:6])[c:7]([O:8][CH3:9])[cH:10][cH:11]1>>[O:1]=[CH:2][c:3]1[c:4]([Cl:13])[c:5]([OH:6])[c:7]([O:8][CH3:9])[cH:10][cH:11]1.